Dataset: the Open Reaction Database (ORD), a public repository of structured organic reaction records. Task: describe an organic reaction: reactants, conditions, products, and yield Starting materials: CC1=C(C=CC(=C1)[N+](=O)[O-])N=C1NC2(CS1)CCCC2 (2-(2-methyl-4-nitrophenylimino)-3-thia-1-azaspiro[4.4]nonane), BrCC(=C)C (3-bromo-2-methylpropene). Yields the product CC1=C(C=CC(=C1)[N+](=O)[O-])N=C1N(C2(CS1)CCCC2)CC(=C)C (2-(2-methyl-4-nitrophenylimino)-1-(2-methylprop-1-en-3-yl)-3-thia-1-azaspiro[4.4]nonane). RXN SMILES: [CH3:1][C:2]1[CH:7]=[C:6]([N+:8]([O-:10])=[O:9])[CH:5]=[CH:4][C:3]=1[N:11]=[C:12]1[S:16][CH2:15][C:14]2([CH2:20][CH2:19][CH2:18][CH2:17]2)[NH:13]1.Br[CH2:22][C:23]([CH3:25])=[CH2:24]>>[CH3:1][C:2]1[CH:7]=[C:6]([N+:8]([O-:10])=[O:9])[CH:5]=[CH:4][C:3]=1[N:11]=[C:12]1[S:16][CH2:15][C:14]2([CH2:17][CH2:18][CH2:19][CH2:20]2)[N:13]1[CH2:24][C:23]([CH3:25])=[CH2:22]. Reported procedure: 1-Hydroxymethylcyclopentanamine was prepared according to Method B1c. The 2-hydroxyethylamine was converted to 1-chloromethylcyclopentanamine HCl salt according to Method B7e. 1-Chloromethylcyclopentanamine HCl salt was reacted with 2-methyl-4-nitrophenyl isothiocyanate according to Method C1e to give 2-(2-methyl-4-nitrophenylimino)-3-thia-1-azaspiro[4.4]nonane. The thiazolidine was reacted with 3-bromo-2-methylpropene according to Method D2e to give 2-(2-methyl-4-nitrophenylimino)-1-(2-methylpr... Reactants: C1CCOC1, N#CCCl, N#CC(=C1CCNCC1)c1ccccc1. Product: N#CCN1CCC(=C(C#N)c2ccccc2)CC1. Reaction SMILES: [CH2:20]1[O:21][CH2:22][CH2:23][CH2:24]1.[Cl:16][CH2:17][C:18]#[N:19].[c:1]1([C:7]([C:8]#[N:9])=[C:10]2[CH2:11][CH2:12][NH:13][CH2:14][CH2:15]2)[cH:2][cH:3][cH:4][cH:5][cH:6]1>>[c:1]1([C:7]([C:8]#[N:9])=[C:10]2[CH2:11][CH2:12][N:13]([CH2:17][C:18]#[N:19])[CH2:14][CH2:15]2)[cH:2][cH:3][cH:4][cH:5][cH:6]1. Starting materials: 2.5, [Li+].CCC[CH2-] (N-butyllithium), C(C)(C)NC(C)C (diisopropylamine), C1CCOC1 (THF), BrC1=CC(=CC=C1)F (1-Bromo-3-fluorobenzene), C(C)(C)[N-]C(C)C.[Li+] (lithium diisopropylamide), Cl (hydrochloric acid). Run in hexanes, C(C)(=O)O (acetic acid), O (water), CC(C)(C)OC (MTBE), CN(C)C=O (DMF). Run at time 1 hour. Yields the product BrC1=C(C=O)C(=CC=C1)F (2-bromo-6-fluorobenzaldehyde). As a reaction SMILES: [Br:1][C:2]1[CH:7]=[CH:6][CH:5]=[C:4]([F:8])[CH:3]=1.C([N-]C(C)C)(C)C.[Li+].[Li+].CCC[CH2-].C(NC(C)C)(C)C.Cl.C1C[O:33][CH2:32]C1>O.CC(OC)(C)C.C(O)(=O)C.CN(C=O)C>[Br:1][C:2]1[CH:7]=[CH:6][CH:5]=[C:4]([F:8])[C:3]=1[CH:32]=[O:33] |f:1.2,3.4|. Reported procedure: 1-Bromo-3-fluorobenzene (17.3 g, 100 mmol) was added over 5 min to a solution of lithium diisopropylamide (prepared from the addition of 40 mL of 2.5 N-butyllithium in hexanes to 11.5 g of 0.1 M diisopropylamine at 0° C.) in THF at −70° C. The mixture was stirred cold for 1 h, after which DMF (8 mL) was added over 10 min. The mixture was stirred at −70° C. for an additional 40 min, then was treat with acetic acid (26 g). The mixture was allowed to warm to ambient temperature, transferred into a ... Starting materials: Cl (hydrogen chloride), COC=1C=C2CCC(CC2=CC1)=O (6-methoxy-2-tetralone), NCC(O)C1=CC=CC=C1 (2-amino-1-phenylethanol), [H][H] (hydrogen). Reagents/catalysts: [Pt] (platinum). Run in C(C)(C)O (isopropyl alcohol), CO (methanol), C(C)(=O)O (acetic acid). Product: Cl.COC=1C=C2CCC(CC2=CC1)NCC(O)C1=CC=CC=C1 (2-[(6-methoxy-1,2,3,4-tetrahydronaphth-2-yl)amino]-1-phenylethanol hydrochloride). Isolated yield 47.5%. As a reaction SMILES: [CH3:1][O:2][C:3]1[CH:4]=[C:5]2[C:10](=[CH:11][CH:12]=1)[CH2:9][C:8](=O)[CH2:7][CH2:6]2.[NH2:14][CH2:15][CH:16]([C:18]1[CH:23]=[CH:22][CH:21]=[CH:20][CH:19]=1)[OH:17].[H][H].[ClH:26]>CO.C(O)(=O)C.C(O)(C)C.[Pt]>[ClH:26].[CH3:1][O:2][C:3]1[CH:4]=[C:5]2[C:10](=[CH:11][CH:12]=1)[CH2:9][CH:8]([NH:14][CH2:15][CH:16]([C:18]1[CH:23]=[CH:22][CH:21]=[CH:20][CH:19]=1)[OH:17])[CH2:7][CH2:6]2 |f:8.9|. Procedure details: An amount of 4 g of 6-methoxy-2-tetralone is reacted at 35° C. for 3 hours with 3.2 g of 2-amino-1-phenylethanol in 100 ml of methanol and 4 ml of glacial acetic acid in the presence of hydrogen and 0.3 g of platinum bioxide. After filtration and concentration, the residue is taken up with sodium hydroxide and extracted with ethyl acetate. The solution is dried over anhydrous sodium sulfate and evaporated. The black oil thus obtained is purified by flash-chromatography by utilizing a mixture of ... Reactants: C(=O)(OCC1C2=CC=CC=C2C2=CC=CC=C12)C(C(=O)O)C1=CC=C(C=C1)N (Fmoc-4-aminophenylacetic acid), O (H2O), CN(C)C=O.C(Cl)Cl (DMF DCM), Fmoc-deprotected, C=1C=CC2=C(C1)N=NN2O (HOBt). Reaction conditions: time 21 hour. The product is CC(N=C=NC(C)C)C (DIC). As a reaction SMILES: C(C(C1C=[CH:26][C:25]([NH2:28])=[CH:24]C=1)C(O)=O)(OCC1C2C(=CC=CC=2)C2C1=CC=CC=2)=O.C1C=[CH:31][C:32]2[N:37](O)N=N[C:33]=2C=1.O.[CH3:40]N(C=O)C.C(Cl)Cl>>[CH3:26][CH:25]([CH3:24])[N:28]=[C:40]=[N:37][CH:32]([CH3:33])[CH3:31] |f:3.4|. Reported procedure: A solution of Fmoc-4-aminophenylacetic acid (0.098M), HOBt.H2O (0.12M) and DIC (0.2M) in 20% DMF/DCM was prepared. To this solution was added the Fmoc-deprotected Lanterns. The mixture was then gently agitated at room temperature for 21 h. At the completion of the reaction, the coupling solution was removed and the Lanterns washed with DMF (3×10 min), 50% DMF/DCM (3×10 min) and DCM (3×10 min). The Lanterns were air-dried overnight.